describe an organic reaction: reactants, conditions, products, and yield From a dataset of the Open Reaction Database (ORD), a public repository of structured organic reaction records. The reactants are COc1ccc(Cn2nc(NC3CCN(C)CC3)c3c(Oc4ccc(NC(=O)c5cccc(-c6ccccc6)c5)cc4F)ccnc32)cc1, O=C(O)C(F)(F)F. The product is CN1CCC(Nc2n[nH]c3nccc(Oc4ccc(NC(=O)c5cccc(-c6ccccc6)c5)cc4F)c23)CC1. As a reaction SMILES: [F:1][c:2]1[cH:3][c:4]([NH:35][C:36](=[O:37])[c:38]2[cH:39][c:40](-[c:44]3[cH:45][cH:46][cH:47][cH:48][cH:49]3)[cH:41][cH:42][cH:43]2)[cH:5][cH:6][c:7]1[O:8][c:9]1[c:10]2[c:11]([n:12][cH:13][cH:14]1)[n:15]([CH2:26][c:27]1[cH:28][cH:29][c:30]([O:31][CH3:32])[cH:33][cH:34]1)[n:16][c:17]2[NH:18][CH:19]1[CH2:20][CH2:21][N:22]([CH3:25])[CH2:23][CH2:24]1.[F:50][C:51]([F:52])([F:53])[C:54]([OH:55])=[O:56]>>[F:1][c:2]1[cH:3][c:4]([NH:35][C:36](=[O:37])[c:38]2[cH:39][c:40](-[c:44]3[cH:45][cH:46][cH:47][cH:48][cH:49]3)[cH:41][cH:42][cH:43]2)[cH:5][cH:6][c:7]1[O:8][c:9]1[c:10]2[c:11]([n:12][cH:13][cH:14]1)[nH:15][n:16][c:17]2[NH:18][CH:19]1[CH2:20][CH2:21][N:22]([CH3:25])[CH2:23][CH2:24]1.